describe an organic reaction: reactants, conditions, products, and yield From a dataset of the Open Reaction Database (ORD), a public repository of structured organic reaction records. The reactants are C(C=C)N1N=C2C(=NN(C=3C=CC=CC23)CC2=CC=C(C=C2)N2N=CC=C2)C1=O (2-Prop-2-en-1-yl-5-{[4-(1H-pyrazol-1-yl)phenyl]methyl}-2,5-dihydro-3H-pyrazolo[4,3-c]cinnolin-3-one), C([O-])(O)=O.[Na+] (sodium bicarbonate), C[N+]1(CCOCC1)[O-] (N-methylmorpholine oxide), I(=O)(=O)(=O)[O-].[Na+] (sodium periodate). The reagents and catalysts are [Os](=O)(=O)(=O)=O (osmium(VIII)tetraoxide). Run in O1CCOCC1 (dioxane), O (water). Run at time 18 hour. Yields the product N1(N=CC=C1)C1=CC=C(C=C1)CN1N=C2C(=NNC=3C=CC=CC23)C1=O ([(4-(1H-pyrazol-1-yl)phenyl]methyl}-2,5-dihydro-3H-pyrazolo[4,3-c]cinnolin-3-one). RXN SMILES: C([N:4]1[C:28](=O)[C:7]2=[N:8][N:9]([CH2:16][C:17]3[CH:22]=[CH:21][C:20]([N:23]4[CH:27]=[CH:26][CH:25]=[N:24]4)=[CH:19][CH:18]=3)C3[CH:11]=[CH:12][CH:13]=[CH:14][C:15]=3[C:6]2=[N:5]1)C=C.C[N+]1([O-])CCOCC1.I([O-])(=O)(=O)=O.[Na+].[C:44](=[O:47])(O)[O-].[Na+]>O1CCOCC1.[Os](=O)(=O)(=O)=O.O>[N:23]1([C:20]2[CH:19]=[CH:18][C:17]([CH2:16][N:9]3[C:44](=[O:47])[C:28]4=[N:4][NH:5][C:11]5[CH:12]=[CH:13][CH:14]=[CH:15][C:6]=5[C:7]4=[N:8]3)=[CH:22][CH:21]=2)[CH:27]=[CH:26][CH:25]=[N:24]1 |f:2.3,4.5|. Procedure details: 2-Prop-2-en-1-yl-5-{[4-(1H-pyrazol-1-yl)phenyl]methyl}-2,5-dihydro-3H-pyrazolo[4,3-c]cinnolin-3-one [(Example 10), 209 mg, 0.547 mmol], N-methylmorpholine oxide (192 mg, 1.64 mmol, 3.0 equiv), osmium(VIII)tetraoxide (69.5 mg, 0.273 mmol, 0.5 equiv) and sodium periodate (292 mg, 1.37 mmol, 2.5 equiv) were combined in dioxane (10 mL) and water (1 mL) and placed into an oil bath preheated to 60° C. for 18 hours. The mixture was cooled to ambient temperature, poured into sodium bicarbonate (20 mL, a...